This data is from the Open Reaction Database (ORD), a public repository of structured organic reaction records. The task is: describe an organic reaction: reactants, conditions, products, and yield The reactants are N1(N=CN=C1)C1=CC=C(C=O)C=C1 (4-(1H-1,2,4-triazol-1-yl)-benzaldehyde), N1(N=CC=C1)C1=CC=C(C=O)C=C1 (4-(1H-pyrazol-1-yl)-benzaldehyde). Yields the product N1(N=CN=C1)C1=CC=C(C=C1)/C=C/C=O ((2E)-3-[4-(1H-1,2,4-Triazol-1-yl)phenyl]-2-propenal). Reaction SMILES: [N:1]1([C:6]2[CH:13]=[CH:12][C:9]([CH:10]=O)=[CH:8][CH:7]=2)[CH:5]=[N:4][CH:3]=[N:2]1.N1(C2C=C[C:22]([CH:23]=[O:24])=CC=2)C=CC=N1>>[N:1]1([C:6]2[CH:13]=[CH:12][C:9](/[CH:10]=[CH:22]/[CH:23]=[O:24])=[CH:8][CH:7]=2)[CH:5]=[N:4][CH:3]=[N:2]1. Procedure: The title compound was prepared by a procedure analogous to Reference Example 30 by substituting 4-(1H-1,2,4-triazol-1-yl)-benzaldehyde (prepared as described in J. Med Chem. 1998, 41, 2390) for the 4-(1H-pyrazol-1-yl)-benzaldehyde of Reference Example 30. MS 200 (M+H)+.